Dataset: the Open Reaction Database (ORD), a public repository of structured organic reaction records. Task: describe an organic reaction: reactants, conditions, products, and yield Reactants: CCOC(C)=O, CCOCC, CCOC(=O)CN1C(=O)c2ccccc2C(=CCCN2CCC(O)(c3ccc(Cl)cc3)CC2)c2ccccc21, Cl, [Na+], [OH-]. Yields the product O=C(O)CN1C(=O)c2ccccc2C(=CCCN2CCC(O)(c3ccc(Cl)cc3)CC2)c2ccccc21. As a reaction SMILES: [CH3:42][CH2:43][O:44][C:45](=[O:46])[CH3:47].[CH3:49][CH2:50][O:51][CH2:52][CH3:53].[Cl:1][c:2]1[cH:3][cH:4][c:5]([C:8]2([OH:39])[CH2:9][CH2:10][N:11]([CH2:14][CH2:15][CH:16]=[C:17]3[c:18]4[c:19]([cH:35][cH:36][cH:37][cH:38]4)[N:20]([CH2:29][C:30](=[O:31])[O:32][CH2:33][CH3:34])[C:21](=[O:28])[c:22]4[c:23]3[cH:24][cH:25][cH:26][cH:27]4)[CH2:12][CH2:13]2)[cH:6][cH:7]1.[ClH:48].[Na+:41].[OH-:40]>>[Cl:1][c:2]1[cH:3][cH:4][c:5]([C:8]2([OH:39])[CH2:9][CH2:10][N:11]([CH2:14][CH2:15][CH:16]=[C:17]3[c:18]4[c:19]([cH:35][cH:36][cH:37][cH:38]4)[N:20]([CH2:29][C:30](=[O:31])[OH:32])[C:21](=[O:28])[c:22]4[c:23]3[cH:24][cH:25][cH:26][cH:27]4)[CH2:12][CH2:13]2)[cH:6][cH:7]1. The reactants are N=1C(=CN2N=CC=CC21)C=2C=C(C#N)C=CC2 (3-(imidazo[1,2-b]pyridazin-2-yl)benzonitrile), [OH-].[Na+] (NaOH), CCO (EtOH), Cl (HCl). Run in O (water). Product: N=1C(=CN2N=CC=CC21)C=2C=C(C(=O)O)C=CC2 (3-(imidazo[1,2-b]pyridazin-2-yl)benzoic acid). Yield: 60.0%. As a reaction SMILES: [N:1]1[C:2]([C:10]2[CH:11]=C([CH:15]=[CH:16][CH:17]=2)C#N)=[CH:3][N:4]2[C:9]=1[CH:8]=[CH:7][CH:6]=[N:5]2.[OH-:18].[Na+].Cl.[CH3:21][CH2:22][OH:23]>O>[N:1]1[C:2]([C:10]2[CH:11]=[C:21]([CH:15]=[CH:16][CH:17]=2)[C:22]([OH:18])=[O:23])=[CH:3][N:4]2[C:9]=1[CH:8]=[CH:7][CH:6]=[N:5]2 |f:1.2|. Procedure: A solution of 3-(imidazo[1,2-b]pyridazin-2-yl)benzonitrile (1 mmol) and 6M NaOH (2 ml) in EtOH was heated to reflux for 2 h. Then the mixture was diluted with water and acidified with HCl. The precipitate was filtered to give 3-(imidazo[1,2-b]pyridazin-2-yl)benzoic acid with a yield of 60%.